Dataset: the Open Reaction Database (ORD), a public repository of structured organic reaction records. Task: describe an organic reaction: reactants, conditions, products, and yield Reactants: CC[O-], CCO, Cc1ccc(-n2c(=O)c(Cl)nc3cccnc32)cc1, [Na+]. The product is CCOc1nc2cccnc2n(-c2ccc(C)cc2)c1=O. RXN SMILES: [CH3:21][CH2:22][O-:23].[CH3:24][CH2:25][OH:26].[Cl:1][c:2]1[n:3][c:4]2[c:5]([n:6](-[c:9]3[cH:10][cH:11][c:12]([CH3:15])[cH:13][cH:14]3)[c:7]1=[O:8])[n:16][cH:17][cH:18][cH:19]2.[Na+:20]>>[c:2]1([O:23][CH2:22][CH3:21])[n:3][c:4]2[c:5]([n:6](-[c:9]3[cH:10][cH:11][c:12]([CH3:15])[cH:13][cH:14]3)[c:7]1=[O:8])[n:16][cH:17][cH:18][cH:19]2. Reactants: CC(=O)N1CCNCC1C, Cl, O=N[O-], [Na+], [Na+], [OH-], O. Product: CC(=O)N1CCN(N=O)CC1C. RXN SMILES: [C:1]([CH3:2])(=[O:3])[N:4]1[CH:5]([CH3:10])[CH2:6][NH:7][CH2:8][CH2:9]1.[ClH:11].[N:12](=[O:13])[O-:14].[Na+:15].[Na+:17].[OH-:16].[OH2:18]>>[C:1]([CH3:2])(=[O:3])[N:4]1[CH:5]([CH3:10])[CH2:6][N:7]([N:12]=[O:13])[CH2:8][CH2:9]1. Starting materials: CC(C)O, Cl, O=C(O)CCCCNc1cc(F)ccc1[N+](=O)[O-], C1COCCO1. Product: CC(C)OC(=O)CCCCNc1cc(F)ccc1[N+](=O)[O-]. Reaction SMILES: [CH3:26][CH:27]([CH3:28])[OH:29].[ClH:25].[F:1][c:2]1[cH:3][c:4]([NH:11][CH2:12][CH2:13][CH2:14][CH2:15][C:16](=[O:17])[OH:18])[c:5]([N+:8](=[O:9])[O-:10])[cH:6][cH:7]1.[O:19]1[CH2:20][CH2:21][O:22][CH2:23][CH2:24]1>>[F:1][c:2]1[cH:3][c:4]([NH:11][CH2:12][CH2:13][CH2:14][CH2:15][C:16](=[O:17])[O:18][CH:27]([CH3:26])[CH3:28])[c:5]([N+:8](=[O:9])[O-:10])[cH:6][cH:7]1. The reactants are COC([C@H]1N(CCC1)[C@H](C1=CC=CC=C1)C)=O (N-[(S)-α-methylbenzyl]-(S)-proline methyl ester), C(C)C(C(=O)O)CCCC (2-ethylhexanoic acid). Run in O (water). Conditions: temperature 60 celsius, time 12 hour. Product: C[C@@H](C1=CC=CC=C1)N1[C@H](C(=O)O)CCC1 (N-[(S)-α-methylbenzyl]-(S)-proline). As a reaction SMILES: C[O:2][C:3](=[O:17])[C@@H:4]1[CH2:8][CH2:7][CH2:6][N:5]1[C@@H:9]([CH3:16])[C:10]1[CH:15]=[CH:14][CH:13]=[CH:12][CH:11]=1.C(C(CCCC)C(O)=O)C>O>[CH3:16][C@H:9]([N:5]1[CH2:6][CH2:7][CH2:8][C@H:4]1[C:3]([OH:17])=[O:2])[C:10]1[CH:15]=[CH:14][CH:13]=[CH:12][CH:11]=1. Procedure: To N-[(S)-α-methylbenzyl]-(S)-proline methyl ester (4.46 g) obtained in Example 3 were added water (9.33 g) and 2-ethylhexanoic acid (3.25 g). The mixture was heated up to 60° C. and stirred at that temperature for 12 hours. The resulting mixture was washed with heptane to yield an aqueous N-[(S)-α-methylbenzyl]-(S)-proline solution.